Dataset: the Open Reaction Database (ORD), a public repository of structured organic reaction records. Task: describe an organic reaction: reactants, conditions, products, and yield Starting materials: C(=O)[O-].[NH4+] (ammonium formate), C(C=C)OC1=C(C=C(C=CC(=O)N2CCC(CC2)(C(=O)OCC=C)C)C=C1)OC (allyl 1-(4-allyloxy-3-methoxycinnamoyl)-4-methylpiperidine-4-carboxylate), [Cl-].[Na+] (sodium chloride). The reagents and catalysts are Cl[Pd]([P](C1=CC=CC=C1)(C2=CC=CC=C2)C3=CC=CC=C3)([P](C4=CC=CC=C4)(C5=CC=CC=C5)C6=CC=CC=C6)Cl (bis(triphenylphosphine)palladium dichloride). Solvent: C1CCOC1 (THF). Product: OC1=C(C=C(C=CC(=O)N2CCC(CC2)(C(=O)O)C)C=C1)OC (1-(4-hydroxy-3-methoxycinnamoyl)-4-methylpiperidine-4-carboxylic acid). Isolated yield 125.1%. As a reaction SMILES: C([O-])=O.[NH4+].C([O:8][C:9]1[CH:31]=[CH:30][C:12]([CH:13]=[CH:14][C:15]([N:17]2[CH2:22][CH2:21][C:20]([CH3:29])([C:23]([O:25]CC=C)=[O:24])[CH2:19][CH2:18]2)=[O:16])=[CH:11][C:10]=1[O:32][CH3:33])C=C.[Cl-].[Na+]>C1COCC1.Cl[Pd](Cl)([P](C1C=CC=CC=1)(C1C=CC=CC=1)C1C=CC=CC=1)[P](C1C=CC=CC=1)(C1C=CC=CC=1)C1C=CC=CC=1>[OH:8][C:9]1[CH:31]=[CH:30][C:12]([CH:13]=[CH:14][C:15]([N:17]2[CH2:22][CH2:21][C:20]([CH3:29])([C:23]([OH:25])=[O:24])[CH2:19][CH2:18]2)=[O:16])=[CH:11][C:10]=1[O:32][CH3:33] |f:0.1,3.4,^1:43,62|. Reported procedure: 0.4 g of bis(triphenylphosphine)palladium dichloride and 5 g of ammonium formate were added to a solution of 1.1 g of allyl 1-(4-allyloxy-3-methoxycinnamoyl)-4-methylpiperidine-4-carboxylate (Example 67) in 100 ml of THF. Under an argon stream, the solution was reacted for hours, while it was refluxed. After reaction, 150 ml of an aqueous sodium chloride solution was added to the reaction solution. The solution was extracted three times with 50 ml of ethyl acetate. The organic layer obtained was... Starting materials: CC1(CS(C2=CC=C(C(=C2C1O)C)C(=O)O)(=O)=O)C (3,3,5-trimethyl-4-hydroxy-6-carboxythiochroman-1,1-dioxide), C(C)O (ethanol), S(O)(O)(=O)=O (sulfuric acid). Product: CC1(CS(C2=CC=C(C(=C2C1O)C)C(=O)OCC)(=O)=O)C (3,3,5-trimethyl-4-hydroxy-6-ethoxycarbonylthiochroman-1,1-dioxide). The yield is 51.0%. As a reaction SMILES: [CH3:1][C:2]1([CH3:19])[CH:11]([OH:12])[C:10]2[C:5](=[CH:6][CH:7]=[C:8]([C:14]([OH:16])=[O:15])[C:9]=2[CH3:13])[S:4](=[O:18])(=[O:17])[CH2:3]1.S(=O)(=O)(O)O.[CH2:25](O)[CH3:26]>>[CH3:1][C:2]1([CH3:19])[CH:11]([OH:12])[C:10]2[C:5](=[CH:6][CH:7]=[C:8]([C:14]([O:16][CH2:25][CH3:26])=[O:15])[C:9]=2[CH3:13])[S:4](=[O:18])(=[O:17])[CH2:3]1. Procedure details: 7.4 Grams (26 mmol) of 3,3,5-trimethyl-4-hydroxy-6-carboxythiochroman-1,1-dioxide was dissolved in 70 ml of ethanol, and 1 ml of sulfuric acid was added. The mixture was refluxed for 18 hours. The reaction mixture was concentrated, and the residue was dissolved in 300 ml of ethyl acetate and washed with 50 ml of water, with 200 ml of a 2 wt % sodium hydroxide aqueous solution and with 50 ml of water in this order. An organic layer was dried over sodium sulfate, and the solvent was distilled off.... Reactants: N1N=NN=C1S (tetrazole-5-thiol), [H-].[Na+] (sodium hydride), CN(C=O)C (dimethylformamide), S1C(=CC=C1)CC(=O)OCCl (chloromethyl thiolacetate), CN(C=O)C (dimethylformamide). The solvent is Cl (hydrochloric acid), O (water). Conditions: time 5.5 minute. The product is C(C)(=O)SCSC1=NN=NN1 (5-acetylthiomethylthiotetrazole). RXN SMILES: [NH:1]1[C:5]([SH:6])=[N:4][N:3]=[N:2]1.[H-].[Na+].[S:9]1[CH:13]=C[CH:11]=[C:10]1CC(OCCl)=O.CN(C)C=[O:23]>Cl.O>[C:10]([S:9][CH2:13][S:6][C:5]1[NH:4][N:3]=[N:2][N:1]=1)(=[O:23])[CH3:11] |f:1.2|. Procedure: To a solution of tetrazole-5-thiol (3.00 g : 29.41 mMol.) in dimethylformamide (50 ml) under ice cooling is added sodium hydride (60% suspension in oil : 2.59 q : 64.75 mMol.), and the mixture is stirred under ice cooling for 5 to 6 minutes. To the mixture is added a solution of chloromethyl thiolacetate (4.39 gi 35.26 mMol.) in dimethylformamide (10 ml), and the mixture is stirred at room temperature for 2 hours. The reaction mixture is diluted with 10% hydrochloric acid (11 ml) and water and e... The reactants are 20, S1C(=NC2=C1C=CC=C2)SCC(CC(=O)O)C(=O)O (3-(benzothiazol-2-ylthio)-propane-1,2-dicarboxylic acid), C(C)(=O)OC(C)=O (acetic anhydride), ice water. As a reaction SMILES: [S:1]1[C:5]2[CH:6]=[CH:7][CH:8]=[CH:9][C:4]=2[N:3]=[C:2]1[S:10][CH2:11][CH:12]([C:17]([OH:19])=[O:18])[CH2:13][C:14]([OH:16])=O.C(OC(=O)C)(=O)C>>[S:1]1[C:5]2[CH:6]=[CH:7][CH:8]=[CH:9][C:4]=2[N:3]=[C:2]1[S:10][CH2:11][CH:12]1[C:17](=[O:18])[O:19][C:14](=[O:16])[CH2:13]1. Procedure: A suspension of 20 parts 3-(benzothiazol-2-ylthio)-propane-1,2-dicarboxylic acid and 200 parts acetic anhydride is heated at 55° during 1.5 hours. The resulting yellow solution is cooled, poured onto 1000 parts ice-water, stirred until solid to give 3-(benzothiazol-2-ylthio)propane-1,2-dicarboxylic anhydride m.p. 87°-88°. The product is S1C(=NC2=C1C=CC=C2)SCC2CC(=O)OC2=O (3-(benzothiazol-2-ylthio)propane-1,2-dicarboxylic anhydride).